From a dataset of the Open Reaction Database (ORD), a public repository of structured organic reaction records. describe an organic reaction: reactants, conditions, products, and yield Reactants: C1(CC1)C=O (cyclopropanecarbaldehyde), NC1CN(CC1)C1=CC=C(C=C1)C1=NC2=CC(=CC(=C2C(N1)=O)OC)OC (2-(4-(3-aminopyrrolidin-1-yl)phenyl)-5,7-dimethoxyquinazolin-4(3H)-one), [H][H] (hydrogen). The reagents and catalysts are O=[Pt]=O (PtO2). The solvent is C(C)O (ethanol). Product: C1(CC1)CNC1CN(CC1)C1=CC=C(C=C1)C1=NC2=CC(=CC(=C2C(N1)=O)OC)OC (2-(4-(3-(cyclopropylmethylamino)pyrrolidin-1-yl)phenyl)-5,7-dimethoxyquinazolin-4(3H)-one). RXN SMILES: [NH2:1][CH:2]1[CH2:6][CH2:5][N:4]([C:7]2[CH:12]=[CH:11][C:10]([C:13]3[NH:22][C:21](=[O:23])[C:20]4[C:15](=[CH:16][C:17]([O:26][CH3:27])=[CH:18][C:19]=4[O:24][CH3:25])[N:14]=3)=[CH:9][CH:8]=2)[CH2:3]1.[CH:28]1([CH:31]=O)[CH2:30][CH2:29]1.[H][H]>C(O)C.O=[Pt]=O>[CH:28]1([CH2:31][NH:1][CH:2]2[CH2:6][CH2:5][N:4]([C:7]3[CH:12]=[CH:11][C:10]([C:13]4[NH:22][C:21](=[O:23])[C:20]5[C:15](=[CH:16][C:17]([O:26][CH3:27])=[CH:18][C:19]=5[O:24][CH3:25])[N:14]=4)=[CH:9][CH:8]=3)[CH2:3]2)[CH2:30][CH2:29]1. Reported procedure: A suspension of 2-(4-(3-aminopyrrolidin-1-yl)phenyl)-5,7-dimethoxyquinazolin-4(3H)-one (14) (0.21 mmol) in ethanol (30 mL) was treated with PtO2 (0.050 g) followed by cyclopropanecarbaldehyde (0.100 mL). The reaction was stirred under 1 atmosphere of hydrogen for 24 hours, filtered through Celite, with ethanol washes, concentrated, and purified by flash chromatography on silica gel, eluting to afford the title compound 15. Starting materials: Cl.C1(CC1)COC1=C(C=C(C=C1)C(F)F)C=1C2=C(N=CN1)C(=C(N2)C)C(=O)N[C@@H]2CN[C@H](C2)C (4-[2-(cyclopropylmethoxy)-5-(difluoromethyl)phenyl]-6-methyl-N-[(3S*,5S*)-5-methylpyrrolidin-3-yl]-5H-pyrrolo[3,2-d]pyrimidine-7-carboxamide hydrochloride), COCC(=O)Cl (methoxy-acetyl chloride). The product is C1(CC1)COC1=C(C=C(C=C1)C(F)F)C=1C2=C(N=CN1)C(=C(N2)C)C(=O)N[C@@H]2CN([C@H](C2)C)C(COC)=O (4-[2-(Cyclopropylmethoxy)-5-(difluoromethyl)phenyl]-N-[(3S,5S)-1-(methoxyacetyl)-5-methylpyrrolidin-3-yl]-6-methyl-5H-pyrrolo[3,2-d]pyrimidine-7-carboxamide). RXN SMILES: Cl.[CH:2]1([CH2:5][O:6][C:7]2[CH:12]=[CH:11][C:10]([CH:13]([F:15])[F:14])=[CH:9][C:8]=2[C:16]2[C:17]3[NH:24][C:23]([CH3:25])=[C:22]([C:26]([NH:28][C@H:29]4[CH2:33][C@H:32]([CH3:34])[NH:31][CH2:30]4)=[O:27])[C:18]=3[N:19]=[CH:20][N:21]=2)[CH2:4][CH2:3]1.[CH3:35][O:36][CH2:37][C:38](Cl)=[O:39]>>[CH:2]1([CH2:5][O:6][C:7]2[CH:12]=[CH:11][C:10]([CH:13]([F:14])[F:15])=[CH:9][C:8]=2[C:16]2[C:17]3[NH:24][C:23]([CH3:25])=[C:22]([C:26]([NH:28][C@H:29]4[CH2:33][C@H:32]([CH3:34])[N:31]([C:38](=[O:39])[CH2:37][O:36][CH3:35])[CH2:30]4)=[O:27])[C:18]=3[N:19]=[CH:20][N:21]=2)[CH2:4][CH2:3]1 |f:0.1|. Reported procedure: Starting from 4-[2-(cyclopropylmethoxy)-5-(difluoromethyl)phenyl]-6-methyl-N-[(3S*,5S*)-5-methylpyrrolidin-3-yl]-5H-pyrrolo[3,2-d]pyrimidine-7-carboxamide hydrochloride (example D.f66) and commercially available methoxy-acetyl chloride the title compound is obtained as colorless solid. The reactants are C(C=C)C1=C(C=NC=C1Br)C(=O)C1=CC(=C(C#N)C=C1)F (4-(4-allyl-5-bromo-pyridine-3-carbonyl)-2-fluoro-benzonitrile), C[Mg]Br (methylmagnesium bromide), C[Mg+].[Br-] (CH3MgBr). Solvent: C1CCOC1 (THF). Product: C(C=C)C1=C(C=NC=C1Br)C(C)(O)C1=CC(=C(C#N)C=C1)F (4-[1-(4-allyl-5-bromo-pyridin-3-yl)-1-hydroxy-ethyl]-2-fluoro-benzonitrile). RXN SMILES: [CH2:1]([C:4]1[C:9]([Br:10])=[CH:8][N:7]=[CH:6][C:5]=1[C:11]([C:13]1[CH:20]=[CH:19][C:16]([C:17]#[N:18])=[C:15]([F:21])[CH:14]=1)=[O:12])[CH:2]=[CH2:3].[CH3:22][Mg]Br>C1COCC1>[CH2:1]([C:4]1[C:9]([Br:10])=[CH:8][N:7]=[CH:6][C:5]=1[C:11]([C:13]1[CH:20]=[CH:19][C:16]([C:17]#[N:18])=[C:15]([F:21])[CH:14]=1)([OH:12])[CH3:22])[CH:2]=[CH2:3]. Procedure: To a solution of 4-(4-allyl-5-bromo-pyridine-3-carbonyl)-2-fluoro-benzonitrile (as described above in Step C) (0.39 g, 1.13 mmol) in THF (20 mL) at 0° C. was added methylmagnesium bromide (1.13 mmol, 3M) and the reaction was monitored by TLC. Three more portions (1.13 mmol) of CH3MgBr were added until the reaction was complete. The reaction was quenched with saturated NH4Cl (20 mL), then partitioned between EtOAc and saturated NaHCO3. The organic layer was washed with brine and dried (MgSO4). Fi... The reactants are CNC(=O)CCC(=O)c1c(OC)cccc1OC, [Cl-], Clc1ccccc1, [NH4+]. The product is CNC(=O)CCC(=O)c1c(O)cccc1OC. RXN SMILES: [CH3:1][O:2][c:3]1[c:4]([C:5](=[O:6])[CH2:7][CH2:8][C:9](=[O:10])[NH:11][CH3:12])[c:13]([O:17][CH3:18])[cH:14][cH:15][cH:16]1.[Cl-:19].[Cl:21][c:22]1[cH:23][cH:24][cH:25][cH:26][cH:27]1.[NH4+:20]>>[CH3:1][O:2][c:3]1[c:4]([C:5](=[O:6])[CH2:7][CH2:8][C:9](=[O:10])[NH:11][CH3:12])[c:13]([OH:17])[cH:14][cH:15][cH:16]1.